Dataset: the Open Reaction Database (ORD), a public repository of structured organic reaction records. Task: describe an organic reaction: reactants, conditions, products, and yield The reactants are BrC1S([C@H]2N(C(=C1C)C(=O)C1=CC=CC=C1)C([C@@H]2OC)=O)(=O)=O (2-bromo-7α-methoxy-3-methyl-4-phenylcarbonyl-3-cephem 1,1-dioxide), CCOC(=O)C (EtOAc). Reagents/catalysts: C(C1=CC=CC=C1)(=O)[O-].[Ag+] (silver benzoate). The solvent is C(C)#N (acetonitrile). Run at time 30 minute. The product is C(C1=CC=CC=C1)(=O)OC1S([C@H]2N(C(=C1C)C(=O)C1=CC=CC=C1)C([C@@H]2OC)=O)(=O)=O (2-Benzoyloxy-7α-methoxy-3-methyl-4-phenylcarbonyl-3-cephem 1,1-dioxide). As a reaction SMILES: Br[CH:2]1[C:7]([CH3:8])=[C:6]([C:9]([C:11]2[CH:16]=[CH:15][CH:14]=[CH:13][CH:12]=2)=[O:10])[N:5]2[C:17](=[O:21])[C@H:18]([O:19][CH3:20])[C@H:4]2[S:3]1(=[O:23])=[O:22].CC[O:26][C:27]([CH3:29])=[O:28]>C(#N)C.C([O-])(=O)C1C=CC=CC=1.[Ag+]>[C:27]([O:26][CH:2]1[C:7]([CH3:8])=[C:6]([C:9]([C:11]2[CH:16]=[CH:15][CH:14]=[CH:13][CH:12]=2)=[O:10])[N:5]2[C:17](=[O:21])[C@H:18]([O:19][CH3:20])[C@H:4]2[S:3]1(=[O:23])=[O:22])(=[O:28])[C:29]1[CH:11]=[CH:9][CH:6]=[CH:7][CH:2]=1 |f:3.4|. Reported procedure: A mixture of 2-bromo-7α-methoxy-3-methyl-4-phenylcarbonyl-3-cephem 1,1-dioxide (130 mg) and silver benzoate (115 mg) in acetonitrile (10 ml) was stirred at room temperature for 30 minutes. The reaction mixture was diluted with EtOAc, then filtered and the filtrate was rotoevaporated. The residue was purified by flash chromatography (eluting with n-hexane/EtOAc mixtures) affording the title product as a white powder (85 mg) IR (KBr) 1805, 1740, 1675. Reactants: C1(CC1)C(CC=C(C1=CC(=CC=C1)OC1=CC=CC=C1)C#N)C1=CC=C(C=C1)Cl (1-cyclopropyl-1-(4-chlorophenyl) -4-cyano-4-(3-phenoxyphenyl)-3-butene), [Mg] (magnesium). Solvent: CO (methanol), Cl (hydrochloric acid). Reaction conditions: temperature 0 celsius, time 1 hour. Yields the product C1(CC1)C(CCC(C1=CC(=CC=C1)OC1=CC=CC=C1)C#N)C1=CC=C(C=C1)Cl (1-cyclopropyl-1-(4-chlorophenyl)-4-cyano-4-(3-phenoxyphenyl)butane). Isolated yield 87.1%. As a reaction SMILES: [CH:1]1([CH:4]([C:23]2[CH:28]=[CH:27][C:26]([Cl:29])=[CH:25][CH:24]=2)[CH2:5][CH:6]=[C:7]([C:21]#[N:22])[C:8]2[CH:13]=[CH:12][CH:11]=[C:10]([O:14][C:15]3[CH:20]=[CH:19][CH:18]=[CH:17][CH:16]=3)[CH:9]=2)[CH2:3][CH2:2]1.[Mg]>CO.Cl>[CH:1]1([CH:4]([C:23]2[CH:28]=[CH:27][C:26]([Cl:29])=[CH:25][CH:24]=2)[CH2:5][CH2:6][CH:7]([C:21]#[N:22])[C:8]2[CH:13]=[CH:12][CH:11]=[C:10]([O:14][C:15]3[CH:20]=[CH:19][CH:18]=[CH:17][CH:16]=3)[CH:9]=2)[CH2:3][CH2:2]1. Reported procedure: A solution of 0.9 gram (0.002 mole) of 1-cyclopropyl-1-(4-chlorophenyl) -4-cyano-4-(3-phenoxyphenyl)-3-butene in 15 ml of methanol was stirred, and 0.5 gram (0.002 mole) of magnesium was added. The reaction mixture was stirred for about one hour at which time an exothermic reaction occurred. The reaction mixture was cooled to 0° C. where it was stirred for one hour, and then it was allowed to warm to ambient temperature where it stirred for two hours. After this time the reaction mixture was dil...